From a dataset of the Open Reaction Database (ORD), a public repository of structured organic reaction records. describe an organic reaction: reactants, conditions, products, and yield Reactants: C(C)C1C(CC(C(C(OC(C2CCCCN2C(C(C2(C(CC(C(C(CC(CC(=C1)C)C)OC)O2)OC)C)O)=O)=O)=O)C(=CC2CC(C(CC2)O)O)C)C)O)=O (17-ethyl-1,14-dihydroxy-12-[2'-(3",4"-dihydroxycyclohexyl)-1'-methylvinyl]-23,25-dimethoxy-13,19,21,27-tetramethyl-11,28-dioxa-4-azatricyclo[22.3.1.04,9 ]octacos-18-ene-2,3,10,16-tetraone), B(F)(F)F.CCOCC (boron trifluoride etherate), [N+](=[N-])=C(C)C (2-diazopropane). The solvent is CCOCC (ether). Conditions: time 15 minute. The product is C(C)C1C(CC(C(C(OC(C2CCCCN2C(C(C2(C(CC(C(C(CC(CC(=C1)C)C)OC)O2)OC)C)O)=O)=O)=O)C(=CC2CC(C(CC2)O)OC(C)C)C)C)O)=O (17-Ethyl-1,14-dihydroxy-12-[2'-(4"-hydroxy-3"-isopropyloxycyclohexyl)-1'-methylvinyl]-23,25-dimethoxy-13,19,21,27-tetramethyl-11,28-dioxa-4-azatricyclo[22.3.1.04,9 ]octacos-18-ene-2,3,10,16-tetraone). RXN SMILES: [CH2:1]([CH:3]1[CH:29]=[C:28]([CH3:30])[CH2:27][CH:26]([CH3:31])[CH2:25][CH:24]([O:32][CH3:33])[CH:23]2[O:34][C:19]([OH:38])([CH:20]([CH3:37])[CH2:21][CH:22]2[O:35][CH3:36])[C:18](=[O:39])[C:17](=[O:40])[N:16]2[CH:11]([CH2:12][CH2:13][CH2:14][CH2:15]2)[C:10](=[O:41])[O:9][CH:8]([C:42]([CH3:52])=[CH:43][CH:44]2[CH2:49][CH2:48][CH:47]([OH:50])[CH:46]([OH:51])[CH2:45]2)[CH:7]([CH3:53])[CH:6]([OH:54])[CH2:5][C:4]1=[O:55])[CH3:2].B(F)(F)F.CCOCC.[N+](=[C:67]([CH3:69])[CH3:68])=[N-]>CCOCC>[CH2:1]([CH:3]1[CH:29]=[C:28]([CH3:30])[CH2:27][CH:26]([CH3:31])[CH2:25][CH:24]([O:32][CH3:33])[CH:23]2[O:34][C:19]([OH:38])([CH:20]([CH3:37])[CH2:21][CH:22]2[O:35][CH3:36])[C:18](=[O:39])[C:17](=[O:40])[N:16]2[CH:11]([CH2:12][CH2:13][CH2:14][CH2:15]2)[C:10](=[O:41])[O:9][CH:8]([C:42]([CH3:52])=[CH:43][CH:44]2[CH2:49][CH2:48][CH:47]([OH:50])[CH:46]([O:51][CH:67]([CH3:69])[CH3:68])[CH2:45]2)[CH:7]([CH3:53])[CH:6]([OH:54])[CH2:5][C:4]1=[O:55])[CH3:2] |f:1.2|. Procedure details: To a solution of 17-ethyl-1,14-dihydroxy-12-[2'-(3",4"-dihydroxycyclohexyl)-1'-methylvinyl]-23,25-dimethoxy-13,19,21,27-tetramethyl-11,28-dioxa-4-azatricyclo[22.3.1.04,9 ]octacos-18-ene-2,3,10,16-tetraone (200 mg) in ether (6 ml) is added boron trifluoride etherate (10 μl) followed by freshly prepared 2-diazopropane (100 fold excess). The mixture is stirred at room temperature for 15 min and quenched with sat'd. aqueous sodium bicarbonate solution. The organic layer is separated, washed (sat'd. ... The reactants are CC(C)c1nc(-c2cccc(NS(=O)(=O)c3c(F)cccc3F)c2)c(-c2ccnc(Cl)n2)s1, O=S(=O)(Cl)c1cccc(F)c1, CC(C)(C)c1nc(-c2cccc(N)c2F)c(-c2ccnc(N)n2)s1. The product is CC(C)(C)c1nc(-c2cccc(NS(=O)(=O)c3cccc(F)c3)c2F)c(-c2ccnc(N)n2)s1. Reaction SMILES: [Cl:1][c:2]1[n:3][c:4](-[c:5]2[s:6][c:7]([CH:8]([CH3:9])[CH3:10])[n:11][c:12]2-[c:13]2[cH:14][c:15]([NH:16][S:17]([c:18]3[c:19]([F:20])[cH:21][cH:22][cH:23][c:24]3[F:25])(=[O:26])=[O:27])[cH:28][cH:29][cH:30]2)[cH:31][cH:32][n:33]1.[F:58][c:59]1[cH:60][c:61]([S:65](=[O:66])(=[O:67])[Cl:68])[cH:62][cH:63][cH:64]1.[NH2:34][c:35]1[c:36]([F:57])[c:37](-[c:41]2[n:42][c:43]([C:53]([CH3:54])([CH3:55])[CH3:56])[s:44][c:45]2-[c:46]2[n:47][c:48]([NH2:52])[n:49][cH:50][cH:51]2)[cH:38][cH:39][cH:40]1>>[NH:34]([c:35]1[c:36]([F:57])[c:37](-[c:41]2[n:42][c:43]([C:53]([CH3:54])([CH3:55])[CH3:56])[s:44][c:45]2-[c:46]2[n:47][c:48]([NH2:52])[n:49][cH:50][cH:51]2)[cH:38][cH:39][cH:40]1)[S:65]([c:61]1[cH:60][c:59]([F:58])[cH:64][cH:63][cH:62]1)(=[O:66])=[O:67]. The reactants are Cl (HCl), cuprous oxide, COC=1C=C(C=C(C1OC)OC)O (3,4,5-trimethoxyphenol), BrC1=C(C=C(C(=O)N(C(C)C)C2CCCCC2)C=C1)Cl (4-bromo-3-chloro-N-cyclohexyl-N-isopropylbenzamide). Run in N1=C(C=C(C=C1C)C)C (2,4,6-collidine). Run at time 18 hour. The product is ClC=1C=C(C(=O)N(C(C)C)C2CCCCC2)C=CC1OC1=CC(=C(C(=C1)OC)OC)OC (3-chloro-N-cyclohexyl-N-(1-methylethyl)-4-(3,4,5-trimethoxyphenoxy)benzamide). RXN SMILES: [CH3:1][O:2][C:3]1[CH:4]=[C:5]([OH:13])[CH:6]=[C:7]([O:11][CH3:12])[C:8]=1[O:9][CH3:10].Br[C:15]1[CH:32]=[CH:31][C:18]([C:19]([N:21]([CH:25]2[CH2:30][CH2:29][CH2:28][CH2:27][CH2:26]2)[CH:22]([CH3:24])[CH3:23])=[O:20])=[CH:17][C:16]=1[Cl:33].Cl>N1C(C)=CC(C)=CC=1C>[Cl:33][C:16]1[CH:17]=[C:18]([CH:31]=[CH:32][C:15]=1[O:13][C:5]1[CH:6]=[C:7]([O:11][CH3:12])[C:8]([O:9][CH3:10])=[C:3]([O:2][CH3:1])[CH:4]=1)[C:19]([N:21]([CH:25]1[CH2:26][CH2:27][CH2:28][CH2:29][CH2:30]1)[CH:22]([CH3:24])[CH3:23])=[O:20]. Procedure details: A slurry of cuprous oxide (300 mg, 2.1 mmol) in a solution of 3,4,5-trimethoxyphenol (736 mg, 4.0 mmol) and 4-bromo-3-chloro-N-cyclohexyl-N-isopropylbenzamide (1.43 g, 4.0 mmol) in 2,4,6-collidine (20 mL) is refluxed with stirring under a nitrogen atmosphere for 18 hr. The reaction is cooled, poured onto dilute aqueous HCl and extracted three times with ethyl acetate. The combined organic layers are washed twice with saturated aqueous NaCl solution, twice with 5% NaOH solution, twice with satura...